This data is from the Open Reaction Database (ORD), a public repository of structured organic reaction records. The task is: describe an organic reaction: reactants, conditions, products, and yield Product: NC(=O)CC(NCc1ccccc1)C(=O)O. Starting materials: [BH4-], O=Cc1ccccc1, NC(=O)CC(N)C(=O)O, [Na+], [Na+], [OH-], O. Reaction SMILES: [BH4-:19].[CH:11](=[O:12])[c:13]1[cH:14][cH:15][cH:16][cH:17][cH:18]1.[NH2:2][CH:3]([CH2:4][C:5]([NH2:6])=[O:7])[C:8](=[O:9])[OH:10].[Na+:20].[Na+:22].[OH-:21].[OH2:1]>>[NH:2]([CH:3]([CH2:4][C:5]([NH2:6])=[O:7])[C:8](=[O:9])[OH:10])[CH2:11][c:13]1[cH:14][cH:15][cH:16][cH:17][cH:18]1.